Task: describe an organic reaction: reactants, conditions, products, and yield. Dataset: the Open Reaction Database (ORD), a public repository of structured organic reaction records Reactants: Cl, O=[N+]([O-])c1cc(CO)cc(C(F)(F)F)c1, [Na+], O=C([O-])O. Yields the product Nc1cc(CO)cc(C(F)(F)F)c1. RXN SMILES: [ClH:16].[N+:1]([O-:2])(=[O:3])[c:4]1[cH:5][c:6]([CH2:14][OH:15])[cH:7][c:8]([C:10]([F:11])([F:12])[F:13])[cH:9]1.[Na+:21].[O-:17][C:18]([OH:19])=[O:20]>>[NH2:1][c:4]1[cH:5][c:6]([CH2:14][OH:15])[cH:7][c:8]([C:10]([F:11])([F:12])[F:13])[cH:9]1. Product: OC1=CC=C(C=C1)CCNC1=NC=CC(=N1)C=1C=C(CN2C(CNCC2)C#N)C=CC1 (1-(3-{2-[2-(4-Hydroxy-phenyl)-ethylamino]-pyrimidin-4-yl}-benzyl)-piperazine-2-carbonitrile). Procedure: Intermediate 139 was coupled with tyramine following procedure F. The resulting product was deprotected following procedure G2. LC-MS showed the product had the expected M+H+−CN of 388. 1H NMR (Varian 300 MHz, CD3OD, shifts relative to the solvent peak at 3.3 ppm) δ 8.32 (d, 1H) 8.27 (s, 1H) 8.23 (d, 1H) 7.75 (d, 1H) 7.62 (t, 1H) 7.55 (d, 1H) 7.14 (d, 2H) 6.71 (d, 2H) 4.38 (s, 2H) 3.92 (dd, 1H) 3.80 (d, 2H) 3.40 (t, 2H) 3.24 (t, 2H) 2.95 (t, 2H) 2.84 (t, 2H). Reactants: C(C)(C)(C)OC(=O)N1CC(N(CC1)CC1=CC(=CC=C1)C1=NC(=NC=C1)Cl)C#N (4-[3-(2-Chloro-pyrimidin-4-yl)-benzyl]-3-cyano-piperazine-1-carboxylic acid tert-butyl ester), NCCC1=CC=C(C=C1)O (tyramine), 388. Reaction SMILES: C(OC([N:8]1[CH2:13][CH2:12][N:11]([CH2:14][C:15]2[CH:20]=[CH:19][CH:18]=[C:17]([C:21]3[CH:26]=[CH:25][N:24]=[C:23](Cl)[N:22]=3)[CH:16]=2)[CH:10]([C:28]#[N:29])[CH2:9]1)=O)(C)(C)C.[NH2:30][CH2:31][CH2:32][C:33]1[CH:38]=[CH:37][C:36]([OH:39])=[CH:35][CH:34]=1>>[OH:39][C:36]1[CH:37]=[CH:38][C:33]([CH2:32][CH2:31][NH:30][C:23]2[N:22]=[C:21]([C:17]3[CH:16]=[C:15]([CH:20]=[CH:19][CH:18]=3)[CH2:14][N:11]3[CH2:12][CH2:13][NH:8][CH2:9][CH:10]3[C:28]#[N:29])[CH:26]=[CH:25][N:24]=2)=[CH:34][CH:35]=1.